From a dataset of the Open Reaction Database (ORD), a public repository of structured organic reaction records. describe an organic reaction: reactants, conditions, products, and yield The reactants are COC(C(N(C)C(=O)OC(C)(C)C)CC=C(C)C)=O (N-t-butoxycarbonyl-2-(3-methyl-2-butenyl) sarcosine methyl ester). The reagents and catalysts are [Pd] (Pd/C). Solvent: CO (methanol). Run at time 6 hour. The product is COC(C(N(C)C(=O)OC(C)(C)C)CCC(C)C)=O (N-t-butoxycarbonyl-2-(3-methylbutyl)-sarcosine methyl ester). Isolated yield 99.0%. Reaction SMILES: [CH3:1][O:2][C:3](=[O:19])[CH:4]([CH2:14][CH:15]=[C:16]([CH3:18])[CH3:17])[N:5]([C:7]([O:9][C:10]([CH3:13])([CH3:12])[CH3:11])=[O:8])[CH3:6]>CO.[Pd]>[CH3:1][O:2][C:3](=[O:19])[CH:4]([CH2:14][CH2:15][CH:16]([CH3:17])[CH3:18])[N:5]([C:7]([O:9][C:10]([CH3:11])([CH3:12])[CH3:13])=[O:8])[CH3:6]. Procedure: A solution of N-t-butoxycarbonyl-2-(3-methyl-2-butenyl) sarcosine methyl ester (22.1 g, 81.44 mmol) in 400 ml of methanol under nitrogen was cooled to 0° C. and 1.5 g of 10% Pd/C was added. The mixture was placed into a Parr Apparatus and hydrogenated at 50 psi for 6 hours. The catalyst was removed on a pad of CELITE® and the filtrate was concentrated in vacuo to afford 22.04 g (99%) of N-t-butoxycarbonyl-2-(3-methylbutyl)-sarcosine methyl ester as an oil. The reactants are CC1(NC(CCC1)(C)C)C (2,2,6,6-tetramethylpiperidine), C(CCC)[Li] (n-butyllithium), COCON1C=CC=2C(=CC=CC12)C(=O)OC (methyl 1-methoxymethoxyindole-4-carboxylate), CN(C=O)C (N,N-dimethylformamide). The solvent is O1CCCC1 (tetrahydrofuran), O1CCCC1 (tetrahydrofuran), O1CCCC1 (tetrahydrofuran). Reaction conditions: temperature 0 celsius, time 30 minute. Product: C(=O)C=1N(C=2C=CC=C(C2C1)C(=O)OC)OCOC (methyl 2-formyl-1-methoxymethoxyindole-4-carboxylate). Isolated yield 62.7%. Reaction SMILES: CC1(C)CCCC(C)(C)N1.C([Li])CCC.[CH3:16][O:17][CH2:18][O:19][N:20]1[C:28]2[CH:27]=[CH:26][CH:25]=[C:24]([C:29]([O:31][CH3:32])=[O:30])[C:23]=2[CH:22]=[CH:21]1.CN(C)[CH:35]=[O:36]>O1CCCC1>[CH:35]([C:21]1[N:20]([O:19][CH2:18][O:17][CH3:16])[C:28]2[CH:27]=[CH:26][CH:25]=[C:24]([C:29]([O:31][CH3:32])=[O:30])[C:23]=2[CH:22]=1)=[O:36]. Reported procedure: To a solution of 2,2,6,6-tetramethylpiperidine (1.97 g) in tetrahydrofuran (24.0 ml) was added dropwise n-butyllithium (6.8 ml, 1.64M solution in n-hexane) at −40° C. and the mixture was stirred at 0° C. for 30 minutes. A solution of methyl 1-methoxymethoxyindole-4-carboxylate (1.64 g) in tetrahydrofuran (12.0 ml) was added t the above solution at −60° C. and the solution was stirred at the same temperature for 30 minutes. A solution of N,N-dimethylformamide (662 mg) in tetrahydrofuran (9.0 ml) ... The reactants are C(CC(=O)OCC)(=O)OCC (diethyl malonate), C(C)(OCC)(OCC)OCC (triethyl orthoacetate). The reagents and catalysts are catalyst. Reaction conditions: temperature 159 celsius. The product is C(=O)(OCC)C(C(=O)OCC)=C(C)OCC (Ethyl 2-carboethoxy-3-ethoxy-2-butenoate). The yield is 73.0%. Reaction SMILES: [C:1]([O:9][CH2:10][CH3:11])(=[O:8])[CH2:2][C:3]([O:5][CH2:6][CH3:7])=[O:4].[C:12](OCC)(OCC)([O:14][CH2:15][CH3:16])[CH3:13]>>[C:1]([C:2](=[C:12]([O:14][CH2:15][CH3:16])[CH3:13])[C:3]([O:5][CH2:6][CH3:7])=[O:4])([O:9][CH2:10][CH3:11])=[O:8]. Procedure details: 160 g (1 mol) of diethyl malonate, 649 g (4 mol) of triethyl orthoacetate and 0.5 g of catalyst from Example 1 were heated to 130° C. in a glass apparatus having a distillation column. The metering-in of 102 g of acetic anhydride over the course of 7 h was then begun. The bottom temperature was increased to 159° C. with the distillation of low-boiling components at a head temperature of 72° to 73° C. After the end of the reaction, the residual low-boiling components were distilled off under a lo... Reactants: CC(C)N(NC(=O)c1ccccc1)C(=O)CCc1ccccc1Br, O=C([O-])[O-], COc1ccc(B(O)O)cc1, COCCOC, [Na+], [Na+]. Product: COc1ccc(-c2ccccc2CCC(=O)N(NC(=O)c2ccccc2)C(C)C)cc1. RXN SMILES: [Br:1][c:2]1[c:3]([CH2:8][CH2:9][C:10](=[O:11])[N:12]([NH:13][C:14]([c:15]2[cH:16][cH:17][cH:18][cH:19][cH:20]2)=[O:21])[CH:22]([CH3:23])[CH3:24])[cH:4][cH:5][cH:6][cH:7]1.[C:25](=[O:26])([O-:27])[O-:28].[CH3:31][O:32][c:33]1[cH:34][cH:35][c:36]([B:39]([OH:40])[OH:41])[cH:37][cH:38]1.[CH3:42][O:43][CH2:44][CH2:45][O:46][CH3:47].[Na+:29].[Na+:30]>>[c:2]1(-[c:36]2[cH:35][cH:34][c:33]([O:32][CH3:31])[cH:38][cH:37]2)[c:3]([CH2:8][CH2:9][C:10](=[O:11])[N:12]([NH:13][C:14]([c:15]2[cH:16][cH:17][cH:18][cH:19][cH:20]2)=[O:21])[CH:22]([CH3:23])[CH3:24])[cH:4][cH:5][cH:6][cH:7]1. Reactants: FC1=C(C=CC=C1)N1N=NC(=C1COC1=NC=C(C(=O)O)C=C1)C (6-((1-(2-fluorophenyl)-4-methyl-1H-1,2,3-triazol-5-yl)methoxy)nicotinic acid), NC1CCOCC1 (4-aminotetrahydropyran). The product is FC1=C(C=CC=C1)N1N=NC(=C1COC1=NC=C(C(=O)NC2CCOCC2)C=C1)C (6-((1-(2-Fluorophenyl)-4-methyl-1H-1,2,3-triazol-5-yl)methoxy)-N-(tetrahydro-2H-pyran-4-yl)nicotinamide). The yield is 61.0%. As a reaction SMILES: [F:1][C:2]1[CH:7]=[CH:6][CH:5]=[CH:4][C:3]=1[N:8]1[C:12]([CH2:13][O:14][C:15]2[CH:23]=[CH:22][C:18]([C:19]([OH:21])=O)=[CH:17][N:16]=2)=[C:11]([CH3:24])[N:10]=[N:9]1.[NH2:25][CH:26]1[CH2:31][CH2:30][O:29][CH2:28][CH2:27]1>>[F:1][C:2]1[CH:7]=[CH:6][CH:5]=[CH:4][C:3]=1[N:8]1[C:12]([CH2:13][O:14][C:15]2[CH:23]=[CH:22][C:18]([C:19]([NH:25][CH:26]3[CH2:31][CH2:30][O:29][CH2:28][CH2:27]3)=[O:21])=[CH:17][N:16]=2)=[C:11]([CH3:24])[N:10]=[N:9]1. Reported procedure: As described for example 67, 6-((1-(2-fluorophenyl)-4-methyl-1H-1,2,3-triazol-5-yl)methoxy)nicotinic acid (55 mg, 0.17 mmol), was converted, using 4-aminotetrahydropyran instead of isopropylamine, to the title compound (42 mg, 61%) which was obtained as a white foam. MS: m/e=412.2 [M+H]+.